This data is from the Open Reaction Database (ORD), a public repository of structured organic reaction records. The task is: describe an organic reaction: reactants, conditions, products, and yield The reactants are BrC=1C(=C(C=CC1OC)C(C)=O)O (3'-bromo-2'-hydroxy-4'-methoxyacetophenone), O (water), O (water), aqueous solution, Cl (hydrochloric acid), [BH4-].[Na+] (sodium borohydride). The solvent is O1CCCC1 (tetrahydrofuran), O1CCCC1 (tetrahydrofuran), O1CCCC1 (tetrahydrofuran). Reaction conditions: time 2 hour. Yields the product BrC=1C(=C(C=CC1OC)C(O)C)O (3-Bromo-2-hydroxy-4-methoxy-alpha-methylbenzenemethanol). RXN SMILES: [Br:1][C:2]1[C:3]([OH:13])=[C:4]([C:10](=[O:12])[CH3:11])[CH:5]=[CH:6][C:7]=1[O:8][CH3:9].[BH4-].[Na+].O.Cl>O1CCCC1>[Br:1][C:2]1[C:3]([OH:13])=[C:4]([CH:10]([CH3:11])[OH:12])[CH:5]=[CH:6][C:7]=1[O:8][CH3:9] |f:1.2|. Procedure: 64.3 g (0.262 mole) of 3'-bromo-2'-hydroxy-4'-methoxyacetophenone (prepared according to the method of T. M. CRESP et al., J. Chem. Soc. Perkin Trans., Part 1, (1973), 340-345) dissolved in 560 ml of tetrahydrofuran, are added dropwise in the course of 80 minutes and at a temperature of from 13° to 18° C. to a suspension of 13.89 g (0.367 mole) of sodium borohydride in 300 ml of tetrahydrofuran. Thereafter, stirring is continued for 2 hours at ambient temperature. The reaction mixture is decompo... Reactants: ClC(CCCCC)C1=CC(=CC=C1)OC (1-chlor-1-(3'-methoxyphenyl)-hexane), C(C)[Mg]Br (ethyl magnesium bromide). Reagents/catalysts: [Co](Cl)Cl (cobalt - (II) - chloride). The product is COC=1C=C(C=CC1)C(CCCCC)C(CCCCC)C1=CC(=CC=C1)OC (6,7-di-(3'-methoxyphenyl)-dodecane). Reaction SMILES: Cl[CH:2]([C:8]1[CH:13]=[CH:12][CH:11]=[C:10]([O:14][CH3:15])[CH:9]=1)[CH2:3][CH2:4][CH2:5][CH2:6][CH3:7].[CH2:16]([Mg]Br)[CH3:17]>[Co](Cl)Cl>[CH3:15][O:14][C:10]1[CH:9]=[C:8]([CH:2]([CH:2]([C:17]2[CH:16]=[CH:8][CH:9]=[C:10]([O:14][CH3:15])[CH:11]=2)[CH2:3][CH2:4][CH2:5][CH2:6][CH3:7])[CH2:3][CH2:4][CH2:5][CH2:6][CH3:7])[CH:13]=[CH:12][CH:11]=1. Procedure details: The preparation was effected in analogy to example 1(c) from 1-chlor-1-(3'-methoxyphenyl)-hexane and ethyl magnesium bromide activated with cobalt - (II) - chloride. Reactants: CCOC(=O)c1ccc2cnn(CC(C)N=[N+]=[N-])c2c1, CCO. The product is CCOC(=O)c1ccc2cnn(CC(C)N)c2c1. Reaction SMILES: [CH2:1]([CH3:2])[O:3][C:4](=[O:5])[c:6]1[cH:7][cH:8][c:9]2[cH:10][n:11][n:12]([CH2:15][CH:16]([CH3:17])[N:18]=[N+:19]=[N-:20])[c:13]2[cH:14]1.[CH3:21][CH2:22][OH:23]>>[CH2:1]([CH3:2])[O:3][C:4](=[O:5])[c:6]1[cH:7][cH:8][c:9]2[cH:10][n:11][n:12]([CH2:15][CH:16]([CH3:17])[NH2:18])[c:13]2[cH:14]1. Starting materials: C1(=CC=CC=C1)CCCCBr (4-phenyl-1-bromobutane), C1(=CC=CC=C1)P(C1=CC=CC=C1)C1=CC=CC=C1 (triphenylphosphine), C1(=CC=CC=C1)C (toluene). Solvent: CCOCC (ether). Product: [Br-].C1(=CC=CC=C1)CCCC[P+](C1=CC=CC=C1)(C1=CC=CC=C1)C1=CC=CC=C1 ((4-phenylbutyl)triphenylphosphonium bromide). RXN SMILES: [C:1]1([CH2:7][CH2:8][CH2:9][CH2:10][Br:11])[CH:6]=[CH:5][CH:4]=[CH:3][CH:2]=1.[C:12]1([P:18]([C:25]2[CH:30]=[CH:29][CH:28]=[CH:27][CH:26]=2)[C:19]2[CH:24]=[CH:23][CH:22]=[CH:21][CH:20]=2)[CH:17]=[CH:16][CH:15]=[CH:14][CH:13]=1.C1(C)C=CC=CC=1>CCOCC>[Br-:11].[C:1]1([CH2:7][CH2:8][CH2:9][CH2:10][P+:18]([C:19]2[CH:20]=[CH:21][CH:22]=[CH:23][CH:24]=2)([C:25]2[CH:30]=[CH:29][CH:28]=[CH:27][CH:26]=2)[C:12]2[CH:13]=[CH:14][CH:15]=[CH:16][CH:17]=2)[CH:6]=[CH:5][CH:4]=[CH:3][CH:2]=1 |f:4.5|. Procedure details: A solution of 145 g. of 4-phenyl-1-bromobutane and 179 g. of triphenylphosphine in 350 ml. of toluene is heated at reflux under nitrogen for 16 hours. The mixture is then cooled slowly and ether is added giving a precipitate of (4-phenylbutyl)triphenylphosphonium bromide which is washed thoroughly with benzene/ether and dried 18 hours at 50°C. under reduced pressure, 268 g., m.p. 139°-140° C. The reactants are S(=O)(=O)(Cl)Cl (sulfuryl chloride), C(C)OC(=O)C1=CC2=C(N=C(N=C2)SC)N=C1N (7-Amino-2-methylsulfanyl-pyrido[2,3-d]pyrimidine-6-carboxylic acid ethyl ester), CCOCC (ether). Reagents/catalysts: C(C)O (ethanol). The solvent is C(Cl)(Cl)Cl (chloroform). Reaction conditions: time 16 hour. Product: C(C)OC(=O)C1=CC2=C(N=C(N=C2)Cl)N=C1N (7-Amino-2-chloro-pyrido[2,3-d]pyrimidine-6-carboxylic acid ethyl ester). The yield is 98.0%. Reaction SMILES: [CH2:1]([O:3][C:4]([C:6]1[C:17]([NH2:18])=[N:16][C:9]2[N:10]=[C:11](SC)[N:12]=[CH:13][C:8]=2[CH:7]=1)=[O:5])[CH3:2].S(Cl)([Cl:22])(=O)=O.CCOCC>C(Cl)(Cl)Cl.C(O)C>[CH2:1]([O:3][C:4]([C:6]1[C:17]([NH2:18])=[N:16][C:9]2[N:10]=[C:11]([Cl:22])[N:12]=[CH:13][C:8]=2[CH:7]=1)=[O:5])[CH3:2]. Reported procedure: To a suspension of the product of Example 128 in 50 mL of chloroform is slowly added sulfuryl chloride, followed by 2 drops of ethanol. The reaction is stirred at room temperature for 16 hours, poured into ether, and the solid collected to give 0.50 g (98%) of the product. The reactants are [Al+3], COC(=O)C1(c2cccc(Sc3ccc(-n4ccnc4C)cc3)c2)CCOCC1, Cl, [H-], [H-], [H-], [H-], [Li+], [Na+], [OH-], O. Product: Cc1nccn1-c1ccc(Sc2cccc(C3(C=O)CCOCC3)c2)cc1. Reaction SMILES: [Al+3:31].[CH3:1][c:2]1[n:3](-[c:7]2[cH:8][cH:9][c:10]([S:13][c:14]3[cH:15][c:16]([C:20]4([C:26](=[O:27])[O:28][CH3:29])[CH2:21][CH2:22][O:23][CH2:24][CH2:25]4)[cH:17][cH:18][cH:19]3)[cH:11][cH:12]2)[cH:4][cH:5][n:6]1.[ClH:39].[H-:30].[H-:33].[H-:34].[H-:35].[Li+:32].[Na+:38].[OH-:37].[OH2:36]>>[CH3:1][c:2]1[n:3](-[c:7]2[cH:8][cH:9][c:10]([S:13][c:14]3[cH:15][c:16]([C:20]4([CH:26]=[O:27])[CH2:21][CH2:22][O:23][CH2:24][CH2:25]4)[cH:17][cH:18][cH:19]3)[cH:11][cH:12]2)[cH:4][cH:5][n:6]1. The reactants are C1(CCCCC1)COC1=C(C=C(C(=O)O)C=C1)CC (4-cyclohexylmethyloxy-3-ethyl-benzoic acid), C(C(=O)Cl)(=O)Cl (oxalyl chloride), NC1=CC=NC=C1 (4-aminopyridine). Run in C(Cl)Cl (CH2Cl2), C(Cl)Cl (CH2Cl2). Conditions: temperature 0 celsius, time 1 hour. Product: N1=CC=C(C=C1)NC(C1=CC(=C(C=C1)OCC1CCCCC1)CC)=O (N-(4-pyridyl)-3-ethyl-4-(cyclohexylmethyloxy)benzamide). Reaction SMILES: [CH:1]1([CH2:7][O:8][C:9]2[CH:17]=[CH:16][C:12]([C:13]([OH:15])=O)=[CH:11][C:10]=2[CH2:18][CH3:19])[CH2:6][CH2:5][CH2:4][CH2:3][CH2:2]1.C(Cl)(=O)C(Cl)=O.[NH2:26][C:27]1[CH:32]=[CH:31][N:30]=[CH:29][CH:28]=1>C(Cl)Cl>[N:30]1[CH:31]=[CH:32][C:27]([NH:26][C:13](=[O:15])[C:12]2[CH:16]=[CH:17][C:9]([O:8][CH2:7][CH:1]3[CH2:2][CH2:3][CH2:4][CH2:5][CH2:6]3)=[C:10]([CH2:18][CH3:19])[CH:11]=2)=[CH:28][CH:29]=1. Procedure: To a solution of 23-6 (270 mg, 1.0 mmol) in 3.6 mL of CH2Cl2 was added 0.13 mL (1.5 mmol) of oxalyl chloride. The resulting solution was stirred for 1 h, cooled to 0° C. and treated with 380 mg (4.0 mmol) of 4-aminopyridine. Stirring was continued for 1 h before the heterogeneous mixture was diluted with CH2Cl2 and quenched with sat'd NaHCO3. The organic extract was washed with water, brine and dried over Na2SO4. Evaporation of the solvent and column chromatography (3:1 EtOAc/Hexane) afforded pr... Reactants: CCCc1cc(OCCc2nc(-c3ccccc3)oc2C)cc(CCC)c1OCC(=O)OCC, C1CCOC1, CO, [Na+], [OH-]. The product is CCCc1cc(OCCc2nc(-c3ccccc3)oc2C)cc(CCC)c1OCC(=O)O. RXN SMILES: [CH2:1]([CH3:2])[O:3][C:4]([CH2:5][O:6][c:7]1[c:8]([CH2:31][CH2:32][CH3:33])[cH:9][c:10]([O:16][CH2:17][CH2:18][c:19]2[n:20][c:21](-[c:25]3[cH:26][cH:27][cH:28][cH:29][cH:30]3)[o:22][c:23]2[CH3:24])[cH:11][c:12]1[CH2:13][CH2:14][CH3:15])=[O:34].[CH2:37]1[O:38][CH2:39][CH2:40][CH2:41]1.[CH3:42][OH:43].[Na+:36].[OH-:35]>>[O:3]=[C:4]([CH2:5][O:6][c:7]1[c:8]([CH2:31][CH2:32][CH3:33])[cH:9][c:10]([O:16][CH2:17][CH2:18][c:19]2[n:20][c:21](-[c:25]3[cH:26][cH:27][cH:28][cH:29][cH:30]3)[o:22][c:23]2[CH3:24])[cH:11][c:12]1[CH2:13][CH2:14][CH3:15])[OH:34].